Dataset: the Open Reaction Database (ORD), a public repository of structured organic reaction records. Task: describe an organic reaction: reactants, conditions, products, and yield Reactants: O=C1CCC(=O)N1Br, COc1ncc(C)cc1Br, CC(C)(C#N)N=NC(C)(C)C#N, O, c1ccccc1. Product: COc1ncc(CBr)cc1Br. RXN SMILES: [Br:11][N:12]1[C:13](=[O:14])[CH2:15][CH2:16][C:17]1=[O:18].[Br:1][c:2]1[c:3]([O:9][CH3:10])[n:4][cH:5][c:6]([CH3:8])[cH:7]1.[N:19]#[C:20][C:21]([N:22]=[N:23][C:24]([C:25]#[N:26])([CH3:27])[CH3:28])([CH3:29])[CH3:30].[OH2:37].[cH:31]1[cH:32][cH:33][cH:34][cH:35][cH:36]1>>[Br:1][c:2]1[c:3]([O:9][CH3:10])[n:4][cH:5][c:6]([CH2:8][Br:11])[cH:7]1. The reactants are Cl.C(C)(C)(C)C1=CC(=C(C=N1)C=1N([C@]([C@](N1)(C)C1=CC=C(C=C1)Cl)(C)C1=CC=C(C=C1)Cl)C(=O)N1CCN(CC1)CC(=O)O)OCC ({4-[(4S,5R)-2-(6-tert-Butyl-4-ethoxy-pyridin-3-yl)-4,5-bis-(4-chloro-phenyl)-4,5-dimethyl-4,5-dihydro-imidazole-1-carbonyl]-piperazin-1-yl}-acetic acid hydrochloride), CC1=NC=CC=C1N (2-methyl-pyridin-3-ylamine). Yields the product C(C)(C)(C)C1=CC(=C(C=N1)C=1N([C@]([C@](N1)(C)C1=CC=C(C=C1)Cl)(C)C1=CC=C(C=C1)Cl)C(=O)N1CCN(CC1)CC(=O)NC=1C(=NC=CC1)C)OCC (2-{4-[(4S,5R)-2-(6-tert-Butyl-4-ethoxy-pyridin-3-yl)-4,5-bis-(4-chloro-phenyl)-4,5-dimethyl-4,5-dihydro-imidazole-1-carbonyl]-piperazin-1-yl}-N-(2-methyl-pyridin-3-yl)-acetamide). Reaction SMILES: Cl.[C:2]([C:6]1[N:11]=[CH:10][C:9]([C:12]2[N:13]([C:33]([N:35]3[CH2:40][CH2:39][N:38]([CH2:41][C:42](O)=[O:43])[CH2:37][CH2:36]3)=[O:34])[C@@:14]([C:26]3[CH:31]=[CH:30][C:29]([Cl:32])=[CH:28][CH:27]=3)([CH3:25])[C@@:15]([C:18]3[CH:23]=[CH:22][C:21]([Cl:24])=[CH:20][CH:19]=3)([CH3:17])[N:16]=2)=[C:8]([O:45][CH2:46][CH3:47])[CH:7]=1)([CH3:5])([CH3:4])[CH3:3].[CH3:48][C:49]1[C:54]([NH2:55])=[CH:53][CH:52]=[CH:51][N:50]=1>>[C:2]([C:6]1[N:11]=[CH:10][C:9]([C:12]2[N:13]([C:33]([N:35]3[CH2:40][CH2:39][N:38]([CH2:41][C:42]([NH:55][C:54]4[C:49]([CH3:48])=[N:50][CH:51]=[CH:52][CH:53]=4)=[O:43])[CH2:37][CH2:36]3)=[O:34])[C@@:14]([C:26]3[CH:27]=[CH:28][C:29]([Cl:32])=[CH:30][CH:31]=3)([CH3:25])[C@@:15]([C:18]3[CH:19]=[CH:20][C:21]([Cl:24])=[CH:22][CH:23]=3)([CH3:17])[N:16]=2)=[C:8]([O:45][CH2:46][CH3:47])[CH:7]=1)([CH3:3])([CH3:4])[CH3:5] |f:0.1|. Reported procedure: In a manner analogous to the method described in examples 99, {4-[(4S,5R)-2-(6-tert-butyl-4-ethoxy-pyridin-3-yl)-4,5-bis-(4-chloro-phenyl)-4,5-dimethyl-4,5-dihydro-imidazole-1-carbonyl]-piperazin-1-yl}-acetic acid hydrochloride (example 94) was coupled with 2-methyl-pyridin-3-ylamine (Aldrich) to give the title compound. HR-MS (ES, m/z) calculated for C41H48Cl2N7O3 [(M+H)+] 756.319, observed 756.3195.